Task: describe an organic reaction: reactants, conditions, products, and yield. Dataset: the Open Reaction Database (ORD), a public repository of structured organic reaction records Reported procedure: To a solution of 4-hydroxybenzoic acid (25.0 g, 0.18 mol), potassium hydroxide (27.6 g, 0.49 mol), and potassium iodide (3.0 g, 0.018 mol) in ethanol (75 mL) and water (5 mL) was added dropwise 3-bromopropanol (25.6 g, 0.19 mol). The reaction was allowed to continue for 24 h under reflux. The solid residue was filtered off, and the filtrate was evaporated to dryness. The resultant solid was dissolved in water (200 mL) and then acidified with a 10% HCl solution. The precipitate was filtered for r... As a reaction SMILES: [OH:1][C:2]1[CH:10]=[CH:9][C:5]([C:6]([OH:8])=[O:7])=[CH:4][CH:3]=1.[OH-].[K+].[I-].[K+].Br[CH2:16][CH2:17][CH2:18][OH:19]>C(O)C.O>[OH:19][CH2:18][CH2:17][CH2:16][O:1][C:2]1[CH:10]=[CH:9][C:5]([C:6]([OH:8])=[O:7])=[CH:4][CH:3]=1 |f:1.2,3.4|. Run in C(C)O (ethanol), O (water). Isolated yield 75.6%. Reactants: OC1=CC=C(C(=O)O)C=C1 (4-hydroxybenzoic acid), [OH-].[K+] (potassium hydroxide), [I-].[K+] (potassium iodide), BrCCCO (3-bromopropanol). Conditions: time 24 hour. Yields the product OCCCOC1=CC=C(C(=O)O)C=C1 (4-(3-Hydroxy-propoxy)benzoic acid).